From a dataset of the Open Reaction Database (ORD), a public repository of structured organic reaction records. describe an organic reaction: reactants, conditions, products, and yield Reactants: CCOc1cc(N2CCN(CCS(C)(=O)=O)CC2)ccc1N, C[O-], CC(C)O, COc1ccc(-c2nc3ccccn3c2-c2ccnc(Cl)n2)cc1C(=O)Nc1c(F)cccc1F, ClCCl, [Na+], Cc1ccc(S(=O)(=O)O)cc1. Yields the product CCOc1cc(N2CCN(CCS(C)(=O)=O)CC2)ccc1Nc1nccc(-c2c(-c3ccc(OC)c(C(=O)Nc4c(F)cccc4F)c3)nc3ccccn23)n1. RXN SMILES: [CH2:36]([CH3:37])[O:38][c:39]1[c:40]([NH2:41])[cH:42][cH:43][c:44]([N:46]2[CH2:47][CH2:48][N:49]([CH2:52][CH2:53][S:54](=[O:55])(=[O:56])[CH3:57])[CH2:50][CH2:51]2)[cH:45]1.[CH3:69][O-:70].[CH:75]([OH:76])([CH3:77])[CH3:78].[Cl:1][c:2]1[n:3][cH:4][cH:5][c:6](-[c:8]2[c:9](-[c:17]3[cH:18][cH:19][c:20]([O:34][CH3:35])[c:21]([C:22](=[O:23])[NH:24][c:25]4[c:26]([F:32])[cH:27][cH:28][cH:29][c:30]4[F:31])[cH:33]3)[n:10][c:11]3[n:12]2[cH:13][cH:14][cH:15][cH:16]3)[n:7]1.[Cl:72][CH2:73][Cl:74].[Na+:71].[c:58]1([CH3:59])[cH:60][cH:61][c:62]([S:63]([OH:64])(=[O:65])=[O:66])[cH:67][cH:68]1>>[c:2]1([NH:41][c:40]2[c:39]([O:38][CH2:36][CH3:37])[cH:45][c:44]([N:46]3[CH2:47][CH2:48][N:49]([CH2:52][CH2:53][S:54](=[O:55])(=[O:56])[CH3:57])[CH2:50][CH2:51]3)[cH:43][cH:42]2)[n:3][cH:4][cH:5][c:6](-[c:8]2[c:9](-[c:17]3[cH:18][cH:19][c:20]([O:34][CH3:35])[c:21]([C:22](=[O:23])[NH:24][c:25]4[c:26]([F:32])[cH:27][cH:28][cH:29][c:30]4[F:31])[cH:33]3)[n:10][c:11]3[n:12]2[cH:13][cH:14][cH:15][cH:16]3)[n:7]1. The reactants are resultant solution, [N-]=[N+]=[N-].[Na+] (sodium azide), stock solution, [N-]=[N+]=[N-].[Na+] (sodium azide), C([O-])(O)=O.[Na+] (sodium bicarbonate), C1(CCCC1)NC1=CC=CC=2N1N=C(C2C2=NC(=NC=C2)NC=2C=C(C=CC2)N)C2=CC=C(C=C2)OC (N′-{4-[7-(cyclopentylamino)-2-(4-methoxyphenyl)pyrazolo[1,5-α]pyridin-3-yl]-2-pyrimidinyl}-1,3-benzenediamine), N(=O)[O-].[Na+] (sodium nitrite), stock solution, N(=O)[O-].[Na+] (sodium nitrite). The solvent is CCOCC (Ether), O (water), C(C)(=O)O.O (acetic acid water), O (water). Reaction conditions: temperature 0 celsius, time 15 minute. Product: N(=[N+]=[N-])C=1C=C(NC2=NC=CC(=N2)C=2C(=NN3C2C=CC=C3NC3CCCC3)C3=CC=C(C=C3)OC)C=CC1 (3-[2-(3-azidoanilino)-4-pyrimidinyl]-N-cyclopentyl-2-(4-methoxyphenyl)pyrazolo[1,5-α]pyridin-7-amine). Isolated yield 23.0%. RXN SMILES: [CH:1]1([NH:6][C:7]2[N:12]3[N:13]=[C:14]([C:30]4[CH:35]=[CH:34][C:33]([O:36][CH3:37])=[CH:32][CH:31]=4)[C:15]([C:16]4[CH:21]=[CH:20][N:19]=[C:18]([NH:22][C:23]5[CH:24]=[C:25]([NH2:29])[CH:26]=[CH:27][CH:28]=5)[N:17]=4)=[C:11]3[CH:10]=[CH:9][CH:8]=2)[CH2:5][CH2:4][CH2:3][CH2:2]1.N([O-])=O.[Na+].[N-:42]=[N+:43]=[N-].[Na+].C(=O)(O)[O-].[Na+]>C(O)(=O)C.O.O.CCOCC>[N:29]([C:25]1[CH:24]=[C:23]([CH:28]=[CH:27][CH:26]=1)[NH:22][C:18]1[N:17]=[C:16]([C:15]2[C:14]([C:30]3[CH:31]=[CH:32][C:33]([O:36][CH3:37])=[CH:34][CH:35]=3)=[N:13][N:12]3[C:7]([NH:6][CH:1]4[CH2:5][CH2:4][CH2:3][CH2:2]4)=[CH:8][CH:9]=[CH:10][C:11]=23)[CH:21]=[CH:20][N:19]=1)=[N+:42]=[N-:43] |f:1.2,3.4,5.6,7.8|. Reported procedure: The following transformation was performed in the dark. To a cold (0° C.) solution of N′-{4-[7-(cyclopentylamino)-2-(4-methoxyphenyl)pyrazolo[1,5-α]pyridin-3-yl]-2-pyrimidinyl}-1,3-benzenediamine (16.5 mg, 0.03 mmol) in acetic acid/water (80/20, 1 mL) was added aqueous sodium nitrite (0.32 mL of a stock solution prepared by dissolving 200 mg of sodium nitrite in 25 mL water, 0.04 mmol). The resultant dark solution was stirred at 0° C. for 15 minutes. Aqueous sodium azide (0.11 mL of a stock solu... Starting materials: BrC=1SC=CN1 (2-bromothiazole), SC1=CC=C(C=C1)C(C(=O)OCC)C (ethyl 2-(4-mercaptophenyl)propionate), C([O-])([O-])=O.[K+].[K+] (potassium carbonate). Solvent: CN(C=O)C (dimethylformamide). Run at temperature 85 celsius, time 8 hour. Yields the product S1C(=NC=C1)SC1=CC=C(C=C1)C(C(=O)O)C (2-[4-(2-thiazolylthio)phenyl]-propionic acid). Reaction SMILES: Br[C:2]1[S:3][CH:4]=[CH:5][N:6]=1.[SH:7][C:8]1[CH:13]=[CH:12][C:11]([CH:14]([CH3:20])[C:15]([O:17]CC)=[O:16])=[CH:10][CH:9]=1.C(=O)([O-])[O-].[K+].[K+]>CN(C)C=O>[S:3]1[CH:4]=[CH:5][N:6]=[C:2]1[S:7][C:8]1[CH:9]=[CH:10][C:11]([CH:14]([CH3:20])[C:15]([OH:17])=[O:16])=[CH:12][CH:13]=1 |f:2.3.4|. Procedure details: A mixture of 2-bromothiazole (3.9 g) and ethyl 2-(4-mercaptophenyl)propionate (4.56 g), potassium carbonate powder (4.9 g) and dimethylformamide (50 ml) is stirred at 85° C overnight. The reaction mixture is treated in the same manner as in Example 6 to give 2-[4-(2-thiazolylthio)phenyl]-propionic acid melting at 85°-87° C. Reactants: FC1=C(C=CC=C1[N+](=O)[O-])C (2-fluoro-1-methyl-3-nitrobenzene), BrN1C(CCC1=O)=O (N-bromosuccinimide). Reagents/catalysts: C(C1=CC=CC=C1)(=O)OOC(C1=CC=CC=C1)=O (benzoyl peroxide). The solvent is C(Cl)(Cl)(Cl)Cl (CCl4). Product: BrCC1=C(C(=CC=C1)[N+](=O)[O-])F (1-(bromomethyl)-2-fluoro-3-nitrobenzene). Isolated yield 34.0%. RXN SMILES: [F:1][C:2]1[C:7]([N+:8]([O-:10])=[O:9])=[CH:6][CH:5]=[CH:4][C:3]=1[CH3:11].[Br:12]N1C(=O)CCC1=O>C(Cl)(Cl)(Cl)Cl.C(OOC(=O)C1C=CC=CC=1)(=O)C1C=CC=CC=1>[Br:12][CH2:11][C:3]1[CH:4]=[CH:5][CH:6]=[C:7]([N+:8]([O-:10])=[O:9])[C:2]=1[F:1]. Procedure details: A stirred solution of 2-fluoro-1-methyl-3-nitrobenzene (15.80 g, 101.94 mmol) and N-bromosuccinimide (18.14 g, 101.94 mmol) in CCl4 (400 mL) was treated with benzoyl peroxide (0.37 g, 1.52 mmol). The mixture was heated at reflux temperature overnight and then cooled to room temperature. The reaction mixture was filtered, and the filtrate was evaporated to dryness under reduced pressure. The residue was dissolved in CH2Cl2 (100 mL) and filtered again. The filtrate was evaporated to dryness under ... Reactants: Ice water, CNC(=O)C1=CC2(CCOCC2)OC2=C1C=C(C=C2)[N+](=O)[O-] (N-methyl-6-nitrospiro[2H-1-benzopyran-2,4'-tetrahydropyran]-4-carboxamide), CI (methyl iodide), [H-].[Na+] (sodium hydride). The solvent is CN(C=O)C (N,N-dimethylformamide). The product is CN(C(=O)C1=CC2(CCOCC2)OC2=C1C=C(C=C2)[N+](=O)[O-])C (N,N-dimethyl-6-nitrospiro[2H-1-benzopyran-2,4'-tetrahydropyran]-4-carboxamide). Isolated yield 97.1%. As a reaction SMILES: [CH3:1][NH:2][C:3]([C:5]1[C:15]2[CH:16]=[C:17]([N+:20]([O-:22])=[O:21])[CH:18]=[CH:19][C:14]=2[O:13][C:7]2([CH2:12][CH2:11][O:10][CH2:9][CH2:8]2)[CH:6]=1)=[O:4].[CH3:23]I.[H-].[Na+]>CN(C)C=O>[CH3:1][N:2]([CH3:23])[C:3]([C:5]1[C:15]2[CH:16]=[C:17]([N+:20]([O-:22])=[O:21])[CH:18]=[CH:19][C:14]=2[O:13][C:7]2([CH2:12][CH2:11][O:10][CH2:9][CH2:8]2)[CH:6]=1)=[O:4] |f:2.3|. Reported procedure: To a mixture of 0.64 g of N-methyl-6-nitrospiro[2H-1-benzopyran-2,4'-tetrahydropyran]-4-carboxamide, 1.05 g of methyl iodide and 40 ml of dried N,N-dimethylformamide was added 0.13 g of sodium hydride (60%) with stirring under ice-cooling and the mixture was stirred at room temperature for 17 hours. Ice water was added therein and the resultant mixture was extracted with ether. An organic layer was washed with water and dried. The solvent was distilled to obtain 0.65 g of N,N-dimethyl-6-nitrospi... Reactants: NC1=NC(=CC(=N1)C)C (2-amino-4,6-dimethyl pyrimidine), COC(=O)C=1SC=CC1S(=O)(=O)N=C=O (2-methoxycarbonyl-3-thiophenesulfonylisocyanate). The solvent is C(C)#N (acetonitrile). Conditions: time 2 hour. Yields the product CC1=NC(=NC(=C1)C)NC(=O)NS(=O)(=O)C1=C(SC=C1)C(=O)OC (Methyl 3-[[(4,6-dimethylpyrimidin-2-yl)aminocarbonyl]aminosulfonyl]-2-thiophenecarboxylate). Reaction SMILES: [NH2:1][C:2]1[N:7]=[C:6]([CH3:8])[CH:5]=[C:4]([CH3:9])[N:3]=1.[CH3:10][O:11][C:12]([C:14]1[S:15][CH:16]=[CH:17][C:18]=1[S:19]([N:22]=[C:23]=[O:24])(=[O:21])=[O:20])=[O:13]>C(#N)C>[CH3:9][C:4]1[CH:5]=[C:6]([CH3:8])[N:7]=[C:2]([NH:1][C:23]([NH:22][S:19]([C:18]2[CH:17]=[CH:16][S:15][C:14]=2[C:12]([O:11][CH3:10])=[O:13])(=[O:20])=[O:21])=[O:24])[N:3]=1. Procedure details: To 1.23 g of 2-amino-4,6-dimethyl pyrimidine in 30 ml of anhydrous acetonitrile was added with stirring 2.7 g of 2-methoxycarbonyl-3-thiophenesulfonylisocyanate. The mixture was heated to the boiling point, whereupon all of the insoluble material dissolved and the mixture was allowed to cool. After stirring for two hours the mixture was filtered to remove the desired product which had precipitated as a white solid. After washing with anhydrous ethyl ether the product melted at 191°-193° with dec... Starting materials: C([O-])([O-])=O.[Na+].[Na+] (sodium carbonate), COC1=CC2=C(NC(=N2)SCC2=NC=C(C(=C2C)OC)C)C=C1 (5-methoxy-2-[(3,5-dimethyl-4-methoxy-2-pyridinyl)methylthio]-1H-benzimidazole), C1(C=2C(C(=O)O1)=CC=CC2)=O (phthalic anhydride), OO (Hydrogen peroxide). Run in O (water), ClCCl (dichloromethane), O (water). Yields the product CC=1C=NC(=C(C1OC)C)C[S+](C=2NC=3C=CC(=CC3N2)OC)[O-] (Omeprazole). Isolated yield 81.6%. Reaction SMILES: [CH3:1][O:2][C:3]1[CH:23]=[CH:22][C:6]2[NH:7][C:8]([S:10][CH2:11][C:12]3[C:17]([CH3:18])=[C:16]([O:19][CH3:20])[C:15]([CH3:21])=[CH:14][N:13]=3)=[N:9][C:5]=2[CH:4]=1.C1(=O)OC(=[O:28])C2=CC=CC=C12.C(=O)([O-])[O-].[Na+].[Na+].OO>ClCCl.O>[CH3:21][C:15]1[CH:14]=[N:13][C:12]([CH2:11][S+:10]([O-:28])[C:8]2[NH:7][C:6]3[CH:22]=[CH:23][C:3]([O:2][CH3:1])=[CH:4][C:5]=3[N:9]=2)=[C:17]([CH3:18])[C:16]=1[O:19][CH3:20] |f:2.3.4|. Procedure details: To a solution of 5-methoxy-2-[(3,5-dimethyl-4-methoxy-2-pyridinyl)methylthio]-1H-benzimidazole (11) (32.9 gm, 0.1 mole) in dichloromethane (200 ml) was added phthalic anhydride (20 gm, 0.135 mole) and cooled in an ice salt bath. This was followed by addition of sodium carbonate (18 gm, 0.17 mole) and water (20 ml). Hydrogen peroxide (12 ml, 45%, 0.16 mm mole) was added dropwise at −5 to 0° C. and the reaction mixture was stirred at the same temperature. When the reaction was complete as indicate...